Dataset: the Open Reaction Database (ORD), a public repository of structured organic reaction records. Task: describe an organic reaction: reactants, conditions, products, and yield The reactants are C(C)(=O)NCC1=CC=C(C=C1)C1=NC2=CC=CC=C2C(=N1)C(=O)O (2-(4-(acetamidomethyl)phenyl)quinazoline-4-carboxylic acid), Cl.OC1=C2CCNCC2=CC=C1C (5-hydroxy-6-methyl-1,2,3,4-tetrahydroisoquinoline hydrochloride). Product: C(C)(=O)NCC1=CC=C(C=C1)C1=NC2=CC=CC=C2C(=N1)C(=O)N1CC2=CC=C(C(=C2CC1)O)C (2-[[2-(4-(acetamidomethyl)phenyl)quinazolin-4-yl]carbonyl]-5-hydroxy-6-methyl-1,2,3,4-tetrahydroisoquinoline). Yield: 13.0%. As a reaction SMILES: [C:1]([NH:4][CH2:5][C:6]1[CH:11]=[CH:10][C:9]([C:12]2[N:21]=[C:20]([C:22](O)=[O:23])[C:19]3[C:14](=[CH:15][CH:16]=[CH:17][CH:18]=3)[N:13]=2)=[CH:8][CH:7]=1)(=[O:3])[CH3:2].Cl.[OH:26][C:27]1[C:36]([CH3:37])=[CH:35][CH:34]=[C:33]2[C:28]=1[CH2:29][CH2:30][NH:31][CH2:32]2>>[C:1]([NH:4][CH2:5][C:6]1[CH:11]=[CH:10][C:9]([C:12]2[N:21]=[C:20]([C:22]([N:31]3[CH2:30][CH2:29][C:28]4[C:33](=[CH:34][CH:35]=[C:36]([CH3:37])[C:27]=4[OH:26])[CH2:32]3)=[O:23])[C:19]3[C:14](=[CH:15][CH:16]=[CH:17][CH:18]=3)[N:13]=2)=[CH:8][CH:7]=1)(=[O:3])[CH3:2] |f:1.2|. Procedure: Reaction of 2-(4-(acetamidomethyl)phenyl)quinazoline-4-carboxylic acid with 5-hydroxy-6-methyl-1,2,3,4-tetrahydroisoquinoline hydrochloride gave compound 69 (13% yield) as a white solid. 1H NMR (300 MHz, DMSO-d6) δ 1.91 (s, 3H), 2.13 and 2.17 (2s, 3H), 2.66 and 2.92 (2t, 2H), 3.49 and 4.05 (2t, 2H), 4.35-4.37 (m, 2H), 4.40 and 4.93 (2s, 2H), 6.29 and 6.74 (2d, 1H), 6.79 and 7.00 (2d, 1H), 7.42-7.47 (m, 2H), 7.68-8.11 (m, 5H), 8.43-8.46 (m, 3H); MS (ESI) m/z 467 ([M+H]+). Reactants: CCCc1cccc2c(C(=O)OCC)cnn12, CCO, [Na+], [OH-]. Product: CCCc1cccc2c(C(=O)O)cnn12. Reaction SMILES: [CH2:1]([CH2:2][CH3:3])[c:4]1[cH:5][cH:6][cH:7][c:8]2[n:9]1[n:10][cH:11][c:12]2[C:13](=[O:14])[O:15][CH2:16][CH3:17].[CH3:20][CH2:21][OH:22].[Na+:19].[OH-:18]>>[CH2:1]([CH2:2][CH3:3])[c:4]1[cH:5][cH:6][cH:7][c:8]2[n:9]1[n:10][cH:11][c:12]2[C:13](=[O:14])[OH:15]. Starting materials: BrC=1C=C(C=NC1)C=O (5-Bromo-pyridine-3-carbaldehyde), BrC=1C=C(C=NC1)CO ((5-Bromo-pyridin-3-yl)-methanol). The reagents and catalysts are O=[Mn]=O (MnO2). Run in C(Cl)(Cl)Cl (CHCl3). Yields the product N1(CCCCC1)CCC#CC=1C=NC=C(C1)CN1CCCCC1 (3-(4-Piperidin-1-yl-but-1-ynyl)-5-piperidin-1-ylmethyl-pyridine). Yield: 51.0%. As a reaction SMILES: Br[C:2]1[CH:3]=[C:4]([CH:8]=O)[CH:5]=[N:6][CH:7]=1.Br[C:11]1[CH:12]=[C:13](CO)[CH:14]=[N:15][CH:16]=1>C(Cl)(Cl)Cl.O=[Mn]=O>[N:15]1([CH2:4][CH2:3][C:2]#[C:7][C:2]2[CH:7]=[N:6][CH:5]=[C:4]([CH2:8][N:15]3[CH2:16][CH2:11][CH2:12][CH2:13][CH2:14]3)[CH:3]=2)[CH2:16][CH2:11][CH2:12][CH2:13][CH2:14]1. Procedure details: 5-Bromo-pyridine-3-carbaldehyde. (5-Bromo-pyridin-3-yl)-methanol (1.13 g, 6.00 mmol) was dissolved in CHCl3 (40 mL) and treated with MnO2 (3.60 g). The reaction mixture was heated at reflux temperature for 3 h. The hot reaction mixture was filtered through a pad of diatomaceous earth and the filtrate was concentrated to yield the title compound (0.570 g, 51%). Run in CN(C)C=O (DMF). Yields the product O1COC2=C1C=CC(=C2)CCNC(=O)C2=CC=C(OC1=C(C=C3C(CCOC3=C1)C(=O)OCC)Cl)C=C2 (ethyl 7-(4-(2-(benzo[d][1,3]dioxol-5-yl)ethylcarbamoyl)phenoxy)-6-chlorochroman-4-carboxylate). Starting materials: O1COC2=C1C=CC(=C2)CCN (2-(Benzo[d][1,3]dioxol-5-yl)ethanamine), ClC=1C=C2C(CCOC2=CC1OC1=CC=C(C(=O)O)C=C1)C(=O)OCC (4-(6-chloro-4-(ethoxycarbonyl)chroman-7-yloxy)benzoic acid), Cl.CN(CCCN=C=NCC)C (1-(3-dimethylaminopropyl)-3-ethylcarbodiimide hydrochloride), ON1N=NC2=C1N=CC=C2 (1-hydroxy-7-azabenzotriazole). Procedure: 2-(Benzo[d][1,3]dioxol-5-yl)ethanamine (32.9 mg, 0.199 mmol) in DMF (0.1 M) was treated sequentially with 4-(6-chloro-4-(ethoxycarbonyl)chroman-7-yloxy)benzoic acid (Preparation 1) (1327 μL, 0.133 mmol), 1-(3-dimethylaminopropyl)-3-ethylcarbodiimide hydrochloride (30.5 mg, 0.159 mmol), and 1-hydroxy-7-azabenzotriazole (5.42 mg, 0.0398 mmol) at ambient temperature. After 16 hours, the reaction was applied directly to a silica gel column and eluted with a gradient (20% to 80%) of ethyl acetate-hex... As a reaction SMILES: [O:1]1[C:5]2[CH:6]=[CH:7][C:8]([CH2:10][CH2:11][NH2:12])=[CH:9][C:4]=2[O:3][CH2:2]1.[Cl:13][C:14]1[CH:15]=[C:16]2[C:21](=[CH:22][C:23]=1[O:24][C:25]1[CH:33]=[CH:32][C:28]([C:29](O)=[O:30])=[CH:27][CH:26]=1)[O:20][CH2:19][CH2:18][CH:17]2[C:34]([O:36][CH2:37][CH3:38])=[O:35].Cl.CN(C)CCCN=C=NCC.ON1C2N=CC=CC=2N=N1>CN(C=O)C>[O:1]1[C:5]2[CH:6]=[CH:7][C:8]([CH2:10][CH2:11][NH:12][C:29]([C:28]3[CH:27]=[CH:26][C:25]([O:24][C:23]4[CH:22]=[C:21]5[C:16]([CH:17]([C:34]([O:36][CH2:37][CH3:38])=[O:35])[CH2:18][CH2:19][O:20]5)=[CH:15][C:14]=4[Cl:13])=[CH:33][CH:32]=3)=[O:30])=[CH:9][C:4]=2[O:3][CH2:2]1 |f:2.3|. Conditions: time 16 hour. Yield: 93.2%. The reactants are CCO, Cl, c1cc2c3c(c1)NC(NCc1ccncc1)=NC3CCC2. Yields the product ClC1=NC2CCCc3cccc(c32)N1, NCc1ccncc1. As a reaction SMILES: [CH3:23][CH2:24][OH:25].[ClH:1].[n:2]1[cH:3][cH:4][c:5]([CH2:8][NH:9][C:10]2=[N:21][CH:20]3[CH2:19][CH2:18][CH2:17][c:16]4[cH:15][cH:14][cH:13][c:12]([c:22]43)[NH:11]2)[cH:6][cH:7]1>>[Cl:1][C:10]1=[N:21][CH:20]2[CH2:19][CH2:18][CH2:17][c:16]3[cH:15][cH:14][cH:13][c:12]([c:22]32)[NH:11]1.[n:2]1[cH:3][cH:4][c:5]([CH2:8][NH2:9])[cH:6][cH:7]1. RXN SMILES: ClC1C=CC([C@@H](C2C=CN(C)N=2)N)=CC=1F.[F:17][C:18]1[CH:19]=[C:20]([C@@H:26]([C:28]2[CH:29]=[N:30][N:31]([CH3:33])[CH:32]=2)[NH2:27])[CH:21]=[CH:22][C:23]=1[O:24][CH3:25].[F:34][C:35]1[CH:44]=[C:43]([C:45](O)=[O:46])[CH:42]=[C:41]2[C:36]=1[CH:37]=[N:38][C:39]([NH:48][C@H:49]1[CH2:53][CH2:52][O:51][CH2:50]1)=[N:40]2>>[F:34][C:35]1[CH:44]=[C:43]([C:45]([NH:27][C@@H:26]([C:20]2[CH:21]=[CH:22][C:23]([O:24][CH3:25])=[C:18]([F:17])[CH:19]=2)[C:28]2[CH:29]=[N:30][N:31]([CH3:33])[CH:32]=2)=[O:46])[CH:42]=[C:41]2[C:36]=1[CH:37]=[N:38][C:39]([NH:48][C@@H:49]1[CH2:53][CH2:52][O:51][CH2:50]1)=[N:40]2. The reactants are ClC1=C(C=C(C=C1)[C@H](N)C1=NN(C=C1)C)F ((S)-(4-chloro-3-fluorophenyl)(1-methyl-1H-pyrazol-3-yl)methanamine), FC1=C2C=NC(=NC2=CC(=C1)C(=O)O)N[C@@H]1COCC1 ((S)-5-fluoro-2-(tetrahydrofuran-3-ylamino)quinazoline-7-carboxylic acid), FC=1C=C(C=CC1OC)[C@H](N)C=1C=NN(C1)C ((S)-(3-fluoro-4-methoxyphenyl)(1-methyl-1H-pyrazol-4-yl)methanamine), 84b. The product is FC1=C2C=NC(=NC2=CC(=C1)C(=O)N[C@H](C=1C=NN(C1)C)C1=CC(=C(C=C1)OC)F)N[C@H]1COCC1 (5-Fluoro-N-((S)-(3-fluoro-4-methoxyphenyl)(1-methyl-1H-pyrazol-4-yl)methyl)-2-((R)-tetrahydrofuran-3-ylamino)quinazoline-7-carboxamide). Procedure details: 5-Fluoro-N-((S)-(3-fluoro-4-methoxyphenyl)(1-methyl-1H-pyrazol-4-yl)methyl)-2-((R)-tetrahydrofuran-3-ylamino)quinazoline-7-carboxamide (I-62) was prepared analogously except 32b was replaced with 40f and 84b was replaced with 87e. Starting materials: N1N=C(C=2C1=NC=CC2)C=O (1H-pyrazolo[3,4-b]pyridine-3-carboxaldehyde), N1CCCCC1 (piperidine), COC1=C(C2=C(C(CO2)=O)C=C1)CCC1CCN(CC1)C(=O)OC(C)(C)C (tert-butyl 4-[2-(6-methoxy-3-oxo-2,3-dihydrobenzofuran-7-yl)ethyl]piperidine-1-carboxylate). Run in CO (methanol). Conditions: temperature 60 celsius, time 2 hour. The product is N1N=C(C=2C1=NC=CC2)\C=C\2/OC1=C(C2=O)C=CC(=C1CCC1CCN(CC1)C(=O)OC(C)(C)C)OC (tert-butyl (Z)-4-(2-{2-[(1H-pyrazolo[3,4-b]pyridin-3-yl)methylene]-6-methoxy-3-oxo-2,3-dihydrobenzofuran-7-yl}ethyl)piperidine-1-carboxylate). Yield: 40.5%. Reaction SMILES: [CH3:1][O:2][C:3]1[CH:12]=[CH:11][C:6]2[C:7](=[O:10])[CH2:8][O:9][C:5]=2[C:4]=1[CH2:13][CH2:14][CH:15]1[CH2:20][CH2:19][N:18]([C:21]([O:23][C:24]([CH3:27])([CH3:26])[CH3:25])=[O:22])[CH2:17][CH2:16]1.[NH:28]1[C:32]2=[N:33][CH:34]=[CH:35][CH:36]=[C:31]2[C:30]([CH:37]=O)=[N:29]1.N1CCCCC1>CO>[NH:28]1[C:32]2=[N:33][CH:34]=[CH:35][CH:36]=[C:31]2[C:30](/[CH:37]=[C:8]2\[O:9][C:5]3[C:4]([CH2:13][CH2:14][CH:15]4[CH2:20][CH2:19][N:18]([C:21]([O:23][C:24]([CH3:27])([CH3:26])[CH3:25])=[O:22])[CH2:17][CH2:16]4)=[C:3]([O:2][CH3:1])[CH:12]=[CH:11][C:6]=3[C:7]\2=[O:10])=[N:29]1. Procedure: A solution of tert-butyl 4-[2-(6-methoxy-3-oxo-2,3-dihydrobenzofuran-7-yl)ethyl]piperidine-1-carboxylate (0.120 g, 0.319 mmol) synthesized in the same manner as that of Example B57, Step 1 in methanol (5 mL) was added with 1H-pyrazolo[3,4-b]pyridine-3-carboxaldehyde (0.0469 g, 0.319 mmol) and piperidine (0.100 mL, 1.01 mmol), and the mixture was stirred at 60° C. for 2 hours. The reaction mixture was cooled to room temperature, and the precipitated solid was collected by filtration. The resultin... Starting materials: BrC=1C=C2C(=CC1)OC=1C(=NC(=CC1[C@@]21N=C(OCC1)N)Cl)F ((S)-7-bromo-3-chloro-1-fluoro-5′,6′-dihydrospiro[chromeno[2,3-c]pyridine-5,4′-[1,3]oxazin]-2′-amine), FC1=NC=CC=C1B(O)O (2-fluoropyridin-3-ylboronic acid), FC1=NC=CC(=C1)B(O)O (2-fluoropyridin-4-ylboronic acid). The product is FC1=NC(=CC2=C1OC1=CC=C(C=C1[C@]21N=C(OCC1)N)C=1C(=NC=CC1)F)C1=CC(=NC=C1)F ((S)-1-fluoro-7-(2-fluoropyridin-3-yl)-3-(2-fluoropyridin-4-yl)-5′,6′-dihydrospiro[chromeno[2,3-c]pyridine-5,4′-[1,3]oxazin]-2′-amine). As a reaction SMILES: Br[C:2]1[CH:3]=[C:4]2[C@@:15]3([CH2:20][CH2:19][O:18][C:17]([NH2:21])=[N:16]3)[C:14]3[CH:13]=[C:12](Cl)[N:11]=[C:10]([F:23])[C:9]=3[O:8][C:5]2=[CH:6][CH:7]=1.[F:24][C:25]1[C:30](B(O)O)=[CH:29][CH:28]=[CH:27][N:26]=1.[F:34][C:35]1[CH:40]=[C:39](B(O)O)[CH:38]=[CH:37][N:36]=1>>[F:23][C:10]1[C:9]2[O:8][C:5]3[C:4]([C@@:15]4([CH2:20][CH2:19][O:18][C:17]([NH2:21])=[N:16]4)[C:14]=2[CH:13]=[C:12]([C:39]2[CH:38]=[CH:37][N:36]=[C:35]([F:34])[CH:40]=2)[N:11]=1)=[CH:3][C:2]([C:30]1[C:25]([F:24])=[N:26][CH:27]=[CH:28][CH:29]=1)=[CH:7][CH:6]=3. Procedure details: The title compound was synthesized by steps analogous to those described in method A1 above, but using intermediate 15B, 2-fluoropyridin-3-ylboronic acid and 2-fluoropyridin-4-ylboronic acid. MS m/z=476.0 [M+H]+. Calculated for C25H16F3N5O3: 475.13 Starting materials: C(C)(=O)OCC.CCCCCC (ethyl acetate hexane), BrCC(/C(/C(=O)OCC)=N/O[C@@H]1C[C@@H](CCC1)C)=O (Ethyl 4-bromo-(Z)-2-(cis 3-methylcyclohexyl)oxyimino-3-oxobutyrate), CN(C1=CC=CC=C1)C (N,N-dimethylaniline), NC(=S)N (thiourea). Solvent: C(Cl)(Cl)Cl (CHCl3), C(C)O (ethanol). Reaction conditions: time 2 hour. The product is NC=1SC=C(N1)/C(/C(=O)OCC)=N/O[C@@H]1C[C@@H](CCC1)C (Ethyl 2-(2-aminothiazol-4-yl)-(Z)-2-(cis 3-methylcyclohexyloxyimino)acetate). Reaction SMILES: Br[CH2:2][C:3](=O)/[C:4](=[N:10]/[O:11][C@H:12]1[CH2:17][CH2:16][CH2:15][C@@H:14]([CH3:18])[CH2:13]1)/[C:5]([O:7][CH2:8][CH3:9])=[O:6].CN(C)C1C=CC=CC=1.[NH2:29][C:30]([NH2:32])=[S:31].C(OCC)(=O)C.CCCCCC>C(O)C.C(Cl)(Cl)Cl>[NH2:32][C:30]1[S:31][CH:2]=[C:3](/[C:4](=[N:10]/[O:11][C@H:12]2[CH2:17][CH2:16][CH2:15][C@@H:14]([CH3:18])[CH2:13]2)/[C:5]([O:7][CH2:8][CH3:9])=[O:6])[N:29]=1 |f:3.4|. Procedure: Ethyl 4-bromo-(Z)-2-(cis 3-methylcyclohexyl)oxyimino-3-oxobutyrate (7.2 mmol) was treated with N,N-dimethylaniline (0.91 ml; 7.2 mmol) and thiourea (0.55 g, 7.2 mmol) in ethanol as described in Example 4d, except that the reaction was worked up after 2 h. The title compound was obtained as a white crystalline solid (1.78 g; 79%) m.p. 91°-93° C. (ethyl acetate/hexane), (Found: C, 54.29; H, 6.88; N, 13.57. C14H21N3O3S requires C, 54; H, 6.79; N, 13.49%), νmax (CHCl3) 3480, 3400, 1730, and 1610 cm-...